This data is from the Open Reaction Database (ORD), a public repository of structured organic reaction records. The task is: describe an organic reaction: reactants, conditions, products, and yield Starting materials: NC1=CC2=C(OCCN2CCN(C(OC(C)(C)C)=O)C)C=C1 (tert-butyl 2-(6-amino-2H-benzo[b][1,4]oxazin-4(3H)-yl)ethyl(methyl)carbamate), I.S1C(=CC=C1)C(=N)SC (methyl thiophene-2-carbimidothioate hydroiodide). Run at time 44 hour. Yields the product CN(C(OC(C)(C)C)=O)CCN1C2=C(OCC1)C=CC(=C2)NC(=N)C=2SC=CC2 (tert-Butyl methyl(2-(6-(thiophene-2-carboximidamido)-2H-benzo[b][1,4]-oxazin-4(3H)-yl)ethyl)carbamate). Isolated yield 50.0%. Reaction SMILES: [NH2:1][C:2]1[CH:22]=[CH:21][C:5]2[O:6][CH2:7][CH2:8][N:9]([CH2:10][CH2:11][N:12]([CH3:20])[C:13](=[O:19])[O:14][C:15]([CH3:18])([CH3:17])[CH3:16])[C:4]=2[CH:3]=1.I.[S:24]1[CH:28]=[CH:27][CH:26]=[C:25]1[C:29](SC)=[NH:30]>>[CH3:20][N:12]([CH2:11][CH2:10][N:9]1[CH2:8][CH2:7][O:6][C:5]2[CH:21]=[CH:22][C:2]([NH:1][C:29]([C:25]3[S:24][CH:28]=[CH:27][CH:26]=3)=[NH:30])=[CH:3][C:4]1=2)[C:13](=[O:19])[O:14][C:15]([CH3:17])([CH3:18])[CH3:16] |f:1.2|. Reported procedure: To a stirred ethanolic solution of tert-butyl 2-(6-amino-2H-benzo[b][1,4]oxazin-4(3H)-yl)ethyl(methyl)carbamate (0.118 g, 0.384 mmol) under an argon atmosphere was charged methyl thiophene-2-carbimidothioate hydroiodide (0.219 g, 0.768 mmol), and the resulting yellow solution stirred at room temperature. After 44 hours, argon was bubbled through the mixture, which was then concentrated to residue and partitioned between EtOAc (100 mL) and saturated NaHCO3 solution (10 mL). The aqueous layer (pH˜... The reactants are CCC=1C=CC(=NC1)CCOC=2C=CC(=CC2)CC3C(=O)NC(=O)S3.Cl (Pioglitazone hydrochloride), C([C@@H]1[C@H]([C@@H]([C@H]([C@H](O1)O[C@]2([C@H]([C@@H]([C@H](O2)CO)O)O)CO)O)O)O)O (sucrose), cellulose. The product is C(C(O)CC(=O)O)(=O)O (malic acid). Reaction SMILES: CCC1C=CC(CC[O:11]C2C=CC(CC3SC(=O)NC3=O)=CC=2)=NC=1.Cl.C(O)[C@H]1[O:33][C@H:32]([O:34][C@]2(CO)O[C@H](CO)[C@@H](O)[C@@H]2O)[C@H:31]([OH:46])[C@@H:30](O)[C@@H:29]1[OH:48]>>[C:32]([OH:33])(=[O:34])[CH:31]([CH2:30][C:29]([OH:48])=[O:11])[OH:46] |f:0.1|. Reported procedure: Compound A (24.8 g), sucrose (Osaka-Toka. Co., Ltd., 28.7 g), crystalline cellulose (Avicel PH-101, Asahi Kasei Corporation, 8.0 g) and L-HPC (LH-31, Shin-Etsu Chemical Co., Ltd., 12.5 g) were thoroughly mixed to give a dusting powder. Malic acid crystal (Wako Pure Chemical Industries, Ltd.) was sieved with a round sieve to give malic acid crystal on 30 mesh (aperture 0.50 mm). The malic acid crystal (150 g) was fed into a centrifugal fluidized-bed granulator (CF-mini, Freund Corporation) and co... Reactants: O (Water), FC1=CN=C2C=C(C(=NC2=C1)C1=C(C=CC=C1)S(=O)(=O)C)C(C)N (1-(7-fluoro-2-(2-(methylsulfonyl)phenyl)-1,5-naphthyridin-3-yl)ethanamine), NC1=NC=NC(=C1C#N)Cl (4-amino-6-chloropyrimidine-5-carbonitrile), C(C)(C)N(CC)C(C)C (diisopropylethyl amine). Solvent: C(CCC)O (n-butanol). Conditions: temperature 110 celsius, time 8 hour. Yields the product NC1=NC=NC(=C1C#N)NC(C)C=1C(=NC2=CC(=CN=C2C1)F)C1=C(C=CC=C1)S(=O)(=O)C (4-amino-6-((1-(7-fluoro-2-(2-(methylsulfonyl)phenyl)-1,5-naphthyridin-3-yl)ethyl)amino)-5-pyrimidinecarbonitrile). RXN SMILES: [F:1][C:2]1[CH:11]=[C:10]2[C:5]([CH:6]=[C:7]([CH:22]([NH2:24])[CH3:23])[C:8]([C:12]3[CH:17]=[CH:16][CH:15]=[CH:14][C:13]=3[S:18]([CH3:21])(=[O:20])=[O:19])=[N:9]2)=[N:4][CH:3]=1.[NH2:25][C:26]1[C:31]([C:32]#[N:33])=[C:30](Cl)[N:29]=[CH:28][N:27]=1.C(N(C(C)C)CC)(C)C.O>C(O)CCC>[NH2:25][C:26]1[C:31]([C:32]#[N:33])=[C:30]([NH:24][CH:22]([C:7]2[C:8]([C:12]3[CH:17]=[CH:16][CH:15]=[CH:14][C:13]=3[S:18]([CH3:21])(=[O:20])=[O:19])=[N:9][C:10]3[C:5]([CH:6]=2)=[N:4][CH:3]=[C:2]([F:1])[CH:11]=3)[CH3:23])[N:29]=[CH:28][N:27]=1. Procedure details: To a mixture of 1-(7-fluoro-2-(2-(methylsulfonyl)phenyl)-1,5-naphthyridin-3-yl)ethanamine (300 mg, 0.86 mmol) and 4-amino-6-chloropyrimidine-5-carbonitrile (135 mg, 0.86 mmol) in n-butanol (5.2 mL) was added diisopropylethyl amine (336 mg, 2.6 mmol) at 25° C. The reaction mixture was stirred for overnight at 110° C. Water was added to the reaction mixture and extracted with EtOAc. The organic layer was dried over Na2SO4 and concentrated it. The residue was purified by column chromatography on ne...